Task: describe an organic reaction: reactants, conditions, products, and yield. Dataset: the Open Reaction Database (ORD), a public repository of structured organic reaction records Starting materials: N1N=C(C2=CC=CC=C12)O (1H-Indazol-3-ol), CN1C=2C(C(=O)OC1=O)=CC(=CC2)OC (N-methyl-5-methoxy isatoic anhydride). Yields the product CNC1=C(C(=O)N2N=C(C3=CC=CC=C23)O)C=C(C=C1)OC (1-(2-Methylamino-5-methoxybenzoyl)-1H-indazol-3-ol). Yield: 40.6%. Reaction SMILES: [NH:1]1[C:9]2[C:4](=[CH:5][CH:6]=[CH:7][CH:8]=2)[C:3]([OH:10])=[N:2]1.[CH3:11][N:12]1C(=O)O[C:15](=[O:16])[C:14]2=[CH:20][C:21]([O:24][CH3:25])=[CH:22][CH:23]=[C:13]12>>[CH3:11][NH:12][C:13]1[CH:23]=[CH:22][C:21]([O:24][CH3:25])=[CH:20][C:14]=1[C:15]([N:1]1[C:9]2[C:4](=[CH:5][CH:6]=[CH:7][CH:8]=2)[C:3]([OH:10])=[N:2]1)=[O:16]. Procedure: 1H-Indazol-3-ol was reacted with N-methyl-5-methoxy isatoic anhydride according to the general procedure A above and afforded the desired amine as a yellow solid in 40.6% yield; m.p. 161°-163° C. Starting materials: ClC1=NC=NC2=CC(=C(C=C12)OC)OCC1CCN(CC1)C (4-chloro-6-methoxy-7-((1-methylpiperidin-4-yl)methoxy)quinazoline), COC1=CC=C(C=C1)C1=NNC(C1)=O (3-(4-methoxyphenyl)-4,5-dihydro-1H-pyrazol-5-one). Yields the product COC=1C=C2C(=NC=NC2=CC1OCC1CCN(CC1)C)C1=NNC(=C1)C1=CC=C(C=C1)OC (6-methoxy-7-((1-methylpiperidin-4-yl)methoxy)-4-(5-(4-methoxyphenyl)pyrazol-3-yl)quinazoline). The yield is 0.1%. RXN SMILES: Cl[C:2]1[C:11]2[C:6](=[CH:7][C:8]([O:14][CH2:15][CH:16]3[CH2:21][CH2:20][N:19]([CH3:22])[CH2:18][CH2:17]3)=[C:9]([O:12][CH3:13])[CH:10]=2)[N:5]=[CH:4][N:3]=1.[CH3:23][O:24][C:25]1[CH:30]=[CH:29][C:28]([C:31]2[CH2:35][C:34](=O)[NH:33][N:32]=2)=[CH:27][CH:26]=1>>[CH3:13][O:12][C:9]1[CH:10]=[C:11]2[C:6](=[CH:7][C:8]=1[O:14][CH2:15][CH:16]1[CH2:21][CH2:20][N:19]([CH3:22])[CH2:18][CH2:17]1)[N:5]=[CH:4][N:3]=[C:2]2[C:34]1[CH:35]=[C:31]([C:28]2[CH:27]=[CH:26][C:25]([O:24][CH3:23])=[CH:30][CH:29]=2)[NH:32][N:33]=1. Reported procedure: Using a procedure analogous to that described in Example 15, 4-chloro-6-methoxy-7-((1-methylpiperidin-4-yl)methoxy)quinazoline (140 mg, 0.435 mol), (prepared as described for the starting material in Example 15), was reacted with 3-(4-methoxyphenyl)-4,5-dihydro-1H-pyrazol-5-one (100 mg, 0.52 mol), (prepared as described for the starting material in Example 10), to give 6-methoxy-7-((1-methylpiperidin-4-yl)methoxy)-4-(5-(4-methoxyphenyl)pyrazol-3-yl)quinazoline (174 mg, 84%). Starting materials: O=C([O-])[O-], CC(C)(C)OC(=O)NC1Cc2ccc(O)cc2C1, BrCc1ccccc1, CC(C)=O, [K+], [K+]. Product: CC(C)(C)OC(=O)NC1Cc2ccc(Oc3ccccc3)cc2C1. Reaction SMILES: [C:19](=[O:20])([O-:21])[O-:22].[C:1]([CH3:2])([CH3:3])([CH3:4])[O:5][C:6](=[O:7])[NH:8][CH:9]1[CH2:10][c:11]2[cH:12][cH:13][c:14]([OH:18])[cH:15][c:16]2[CH2:17]1.[CH2:25]([c:26]1[cH:27][cH:28][cH:29][cH:30][cH:31]1)[Br:32].[CH3:33][C:34](=[O:35])[CH3:36].[K+:23].[K+:24]>>[C:1]([CH3:2])([CH3:3])([CH3:4])[O:5][C:6](=[O:7])[NH:8][CH:9]1[CH2:10][c:11]2[cH:12][cH:13][c:14]([O:18][c:26]3[cH:27][cH:28][cH:29][cH:30][cH:31]3)[cH:15][c:16]2[CH2:17]1.